Dataset: the Open Reaction Database (ORD), a public repository of structured organic reaction records. Task: describe an organic reaction: reactants, conditions, products, and yield Reactants: CCCC[N+](CCCC)(CCCC)CCCC, COc1ccc(CCl)cc1, CC(C)=CCCC(C)=CC=O, [H-], [I-], [Na+], CN(C)C=O, O. Yields the product COc1ccc(COCC=C(C)CCC=C(C)C)cc1. As a reaction SMILES: [CH2:30]([N+:31]([CH2:32][CH2:33][CH2:34][CH3:35])([CH2:36][CH2:37][CH2:38][CH3:39])[CH2:40][CH2:41][CH2:42][CH3:43])[CH2:44][CH2:45][CH3:46].[CH3:19][O:20][c:21]1[cH:22][cH:23][c:24]([CH2:25][Cl:26])[cH:27][cH:28]1.[CH3:1][C:2]([CH3:3])=[CH:4][CH2:5][CH2:6][C:7]([CH3:8])=[CH:9][CH:10]=[O:11].[H-:17].[I-:29].[Na+:18].[O:12]=[CH:13][N:14]([CH3:15])[CH3:16].[OH2:47]>>[CH3:1][C:2]([CH3:3])=[CH:4][CH2:5][CH2:6][C:7]([CH3:8])=[CH:9][CH2:10][O:11][CH2:25][c:24]1[cH:23][cH:22][c:21]([O:20][CH3:19])[cH:28][cH:27]1. Starting materials: C(#C)C=1C=NN2C1N=C(C=C2C(F)(F)F)C2=CC=C(C=C2)C(F)(F)F (3-ethynyl-7-trifluoromethyl-5-(4-trifluoromethyl-phenyl)-pyrazolo[1,5-a]pyrimidine), BrC=1C=C(C=CC1)S(=O)(=O)N (3-bromobenzene-1-sulfonamide). Yields the product FC(C1=CC(=NC=2N1N=CC2C#CC=2C=C(C=CC2)S(=O)(=O)N)C2=CC=C(C=C2)C(F)(F)F)(F)F (3-[7-Trifluoromethyl-5-(4-trifluoromethyl-phenyl)-pyrazolo[1,5-a]pyrimidin-3-ylethynyl]-benzenesulfonamide). Reaction SMILES: [C:1]([C:3]1[CH:4]=[N:5][N:6]2[C:11]([C:12]([F:15])([F:14])[F:13])=[CH:10][C:9]([C:16]3[CH:21]=[CH:20][C:19]([C:22]([F:25])([F:24])[F:23])=[CH:18][CH:17]=3)=[N:8][C:7]=12)#[CH:2].Br[C:27]1[CH:28]=[C:29]([S:33]([NH2:36])(=[O:35])=[O:34])[CH:30]=[CH:31][CH:32]=1>>[F:15][C:12]([F:14])([F:13])[C:11]1[N:6]2[N:5]=[CH:4][C:3]([C:1]#[C:2][C:27]3[CH:28]=[C:29]([S:33]([NH2:36])(=[O:35])=[O:34])[CH:30]=[CH:31][CH:32]=3)=[C:7]2[N:8]=[C:9]([C:16]2[CH:21]=[CH:20][C:19]([C:22]([F:25])([F:24])[F:23])=[CH:18][CH:17]=2)[CH:10]=1. Procedure details: The title compound was prepared from 3-ethynyl-7-trifluoromethyl-5-(4-trifluoromethyl-phenyl)-pyrazolo[1,5-a]pyrimidine (example C.1) (355 mg, 1.0 mmol) and 3-bromobenzene-1-sulfonamide [CAS 89599-01-9; commercially available] (236 mg, 1.0 mmol) according to